This data is from the Open Reaction Database (ORD), a public repository of structured organic reaction records. The task is: describe an organic reaction: reactants, conditions, products, and yield The reactants are ClC1=CC=C(S1)C(=O)N[C@@H]1C[C@H](N(C1)C(=O)OC(C)(C)C)CO (tert. Butyl (2S,4R)-4-[(5-chloro-thiophene-2-carbonyl)-amino]-2-hydroxymethyl-pyrrolidine-1-carboxylate), C(C)N=C=O (ethylisocyanate), C(C)N=C=O (ethyl isocyanate). Run in C1(=CC=CC=C1)C (toluene). Yields the product ClC1=CC=C(S1)C(=O)N[C@@H]1C[C@H](N(C1)C(=O)OC(C)(C)C)COC(NCC)=O (tert. Butyl (2S,4R)-4-[(5-chloro-thiophene-2-carbonyl)-amino]-2-ethylcarbamoyloxymethyl-pyrrolidine-1-carboxylate). RXN SMILES: [Cl:1][C:2]1[S:6][C:5]([C:7]([NH:9][C@H:10]2[CH2:14][N:13]([C:15]([O:17][C:18]([CH3:21])([CH3:20])[CH3:19])=[O:16])[C@H:12]([CH2:22][OH:23])[CH2:11]2)=[O:8])=[CH:4][CH:3]=1.[CH2:24]([N:26]=[C:27]=[O:28])[CH3:25]>C1(C)C=CC=CC=1>[Cl:1][C:2]1[S:6][C:5]([C:7]([NH:9][C@H:10]2[CH2:14][N:13]([C:15]([O:17][C:18]([CH3:19])([CH3:20])[CH3:21])=[O:16])[C@H:12]([CH2:22][O:23][C:27](=[O:28])[NH:26][CH2:24][CH3:25])[CH2:11]2)=[O:8])=[CH:4][CH:3]=1. Procedure details: 120.0 mg (0.3 mmol) tert. Butyl (2S,4R)-4-[(5-chloro-thiophene-2-carbonyl)-amino]-2-hydroxymethyl-pyrrolidine-1-carboxylate are refluxed in 5 ml of toluene with 30 μl (0.38 mmol) ethylisocyanate for three hours. Then 100 μl ethyl isocyanate are added three times at three hour intervals and the mixture is refluxed for a further 16 hours. Then the mixture is cooled, evaporated to dryness and purified by flash chromatography on silica gel (eluant DCM/methanol 100:3). The reactants are C(C1=CC=NC=C1)(=O)O (isonicotinic acid), 2,2-dimethyl-1,3-dioxolane-4,6-dione, O.C1(=CC=C(C=C1)S(=O)(=O)O)C (p-toluenesulfonic acid monohydrate), C(C)O (ethanol), solution, C1(CCCCC1)N=C=NC1CCCCC1 (1,3-dicyclohexylcarbodiimide). The reagents and catalysts are CN(C1=CC=NC=C1)C (4-dimethylaminopyridine). Run in ClCCl (dichloromethane), ClCCl (dichloromethane). Reaction conditions: temperature 0 celsius, time 2 hour. Product: O=C(CC(=O)OCC)C1=CC=NC=C1 (Ethyl 3-oxo-3-(4-pyridinyl)propanoate). As a reaction SMILES: [C:1]([OH:9])(=O)[C:2]1[CH:7]=[CH:6][N:5]=[CH:4][CH:3]=1.C1(N=C=N[CH:19]2[CH2:24]CCCC2)CCCCC1.O.C1(C)C=CC(S(O)(=O)=[O:33])=CC=1.[CH2:37]([OH:39])[CH3:38]>CN(C)C1C=CN=CC=1.ClCCl>[O:9]=[C:1]([C:2]1[CH:3]=[CH:4][N:5]=[CH:6][CH:7]=1)[CH2:38][C:37]([O:33][CH2:24][CH3:19])=[O:39] |f:2.3|. Procedure: 25 g (203 mmol) of isonicotinic acid, 35.12 g (243.7 mmol) of 2,2-dimethyl-1,3-dioxolane-4,6-dione and 49.6 g (406 mmol) of 4-dimethylaminopyridine are initially charged in 300 ml of dichloromethane, and the mixture is cooled to 0° C. A 1N solution of 46.1 g (223.4 mmol) of 1,3-dicyclohexylcarbodiimide in dichloromethane is added dropwise. The mixture is stirred at room temperature for 2 hours. The precipitate formed is filtered off and washed with dichloromethane. The filtrate is concentrated u...